The task is: describe an organic reaction: reactants, conditions, products, and yield. This data is from the Open Reaction Database (ORD), a public repository of structured organic reaction records. The product is Nc1nccn2c(C3CCC(O)C3O)cnc12. As a reaction SMILES: [CH3:22][OH:23].[CH3:2][C:3]1([CH3:21])[O:4][CH:5]2[CH:6]([O:7]1)[CH2:8][CH2:9][CH:10]2[c:11]1[cH:12][n:13][c:14]2[n:15]1[cH:16][cH:17][n:18][c:19]2[NH2:20].[ClH:1]>>[OH:4][CH:5]1[CH:6]([OH:7])[CH2:8][CH2:9][CH:10]1[c:11]1[cH:12][n:13][c:14]2[n:15]1[cH:16][cH:17][n:18][c:19]2[NH2:20]. Reactants: CO, CC1(C)OC2CCC(c3cnc4c(N)nccn34)C2O1, Cl. The reactants are CCOC(=O)C(CCSc1ccccc1)NC(=O)c1ccccc1, CO, [Na+], [OH-]. Product: O=C(NC(CCSc1ccccc1)C(=O)O)c1ccccc1. RXN SMILES: [C:1]([c:2]1[cH:3][cH:4][cH:5][cH:6][cH:7]1)(=[O:8])[NH:9][CH:10]([C:11](=[O:12])[O:13][CH2:14][CH3:15])[CH2:16][CH2:17][S:18][c:19]1[cH:20][cH:21][cH:22][cH:23][cH:24]1.[CH3:27][OH:28].[Na+:26].[OH-:25]>>[C:1]([c:2]1[cH:3][cH:4][cH:5][cH:6][cH:7]1)(=[O:8])[NH:9][CH:10]([C:11](=[O:12])[OH:13])[CH2:16][CH2:17][S:18][c:19]1[cH:20][cH:21][cH:22][cH:23][cH:24]1.